Task: describe an organic reaction: reactants, conditions, products, and yield. Dataset: the Open Reaction Database (ORD), a public repository of structured organic reaction records The reactants are CS(=O)(=O)NCC=1C=C2C(=CNC2=CC1)C(C(=O)OCC)=O (Ethyl 5-[[(methylsulphonyl)amino]methyl]-α-oxo-1H-indole-3-acetate), [H-].[Al+3].[Li+].[H-].[H-].[H-] (lithium aluminium hydride). The solvent is C1CCOC1 (THF), C1CCOC1 (THF). Yields the product OCCC1=CNC2=CC=C(C=C12)CNS(=O)(=O)C (N-[[3-(2-Hydroxyethyl)-1H-indol-5-yl]methyl]methanesulphonamide). The yield is 72.5%. Reaction SMILES: [CH3:1][S:2]([NH:5][CH2:6][C:7]1[CH:8]=[C:9]2[C:13](=[CH:14][CH:15]=1)[NH:12][CH:11]=[C:10]2[C:16](=O)[C:17](OCC)=[O:18])(=[O:4])=[O:3].[H-].[Al+3].[Li+].[H-].[H-].[H-]>C1COCC1>[OH:18][CH2:17][CH2:16][C:10]1[C:9]2[C:13](=[CH:14][CH:15]=[C:7]([CH2:6][NH:5][S:2]([CH3:1])(=[O:4])=[O:3])[CH:8]=2)[NH:12][CH:11]=1 |f:1.2.3.4.5.6|. Procedure: Ethyl 5-[[(methylsulphonyl)amino]methyl]-α-oxo-1H-indole-3-acetate (0.50 g) was added portionwise under nitrogen to a stirred suspension of lithium aluminium hydride (0.59 g) in dry THF (30 ml). The mixture was heated under reflux for 6 h, then cooled in an ice bath and treated dropwise with aqueous THF (15%, 20 ml) and then with water (20 ml) and extracted with ethyl acetate (6×25 ml). The extract was washed with brine (3×25 ml) and dried (Na2SO4). Removal of the solvent gave a dark brown oil w... The reactants are OCCCCCCCCCBr, CN(C)CC(N)CC(=O)OCc1ccccc1, Cl, Cl, Oc1ccc(F)c(F)c1, OCCCCCCCCCOc1ccc(F)c(F)c1, O=C(O)CCCCCCCCOc1ccc(F)c(F)c1. Product: CN(C)CC(CC(=O)OCc1ccccc1)NC(=O)CCCCCCCCOc1ccc(F)c(F)c1. RXN SMILES: [Br:10][CH2:11][CH2:12][CH2:13][CH2:14][CH2:15][CH2:16][CH2:17][CH2:18][CH2:19][OH:20].[CH2:62]([c:63]1[cH:64][cH:65][cH:66][cH:67][cH:68]1)[O:69][C:70]([CH2:71][CH:72]([CH2:73][N:74]([CH3:75])[CH3:76])[NH2:77])=[O:78].[ClH:60].[ClH:61].[F:1][c:2]1[cH:3][c:4]([OH:5])[cH:6][cH:7][c:8]1[F:9].[F:21][c:22]1[cH:23][c:24]([O:25][CH2:26][CH2:27][CH2:28][CH2:29][CH2:30][CH2:31][CH2:32][CH2:33][CH2:34][OH:35])[cH:36][cH:37][c:38]1[F:39].[F:40][c:41]1[cH:42][c:43]([O:48][CH2:49][CH2:50][CH2:51][CH2:52][CH2:53][CH2:54][CH2:55][CH2:56][C:57]([OH:58])=[O:59])[cH:44][cH:45][c:46]1[F:47]>>[F:21][c:22]1[cH:23][c:24]([O:25][CH2:26][CH2:27][CH2:28][CH2:29][CH2:30][CH2:31][CH2:32][CH2:33][C:34](=[O:35])[NH:77][CH:72]([CH2:71][C:70]([O:69][CH2:62][c:63]2[cH:64][cH:65][cH:66][cH:67][cH:68]2)=[O:78])[CH2:73][N:74]([CH3:75])[CH3:76])[cH:36][cH:37][c:38]1[F:39]. Starting materials: CC(=O)OC(C)=O, OCc1nnc2n1-c1ccc(Cl)cc1C(c1ccccc1Cl)=NC2, O. Product: CC(=O)O, OCc1nnc2n1-c1ccc(Cl)cc1C(c1ccccc1Cl)=NC2. RXN SMILES: [CH3:25][C:26](=[O:27])[O:28][C:29](=[O:30])[CH3:31].[Cl:1][c:2]1[cH:3][cH:4][c:5]2[c:6]([cH:24]1)[C:7]([c:17]1[c:18]([Cl:23])[cH:19][cH:20][cH:21][cH:22]1)=[N:8][CH2:9][c:10]1[n:11]-2[c:12]([CH2:15][OH:16])[n:13][n:14]1.[OH2:32]>>[CH3:25][C:26](=[O:27])[OH:28].[Cl:1][c:2]1[cH:3][cH:4][c:5]2[c:6]([cH:24]1)[C:7]([c:17]1[c:18]([Cl:23])[cH:19][cH:20][cH:21][cH:22]1)=[N:8][CH2:9][c:10]1[n:11]-2[c:12]([CH2:15][OH:16])[n:13][n:14]1. Reactants: O=C(NC1CC1)c1cc(NCc2cnc(Nc3cccc(Br)n3)s2)c(F)cc1F, ClCCl, CN1CCNCC1. The product is CN1CCN(c2cccc(Nc3ncc(CNc4cc(C(=O)NC5CC5)c(F)cc4F)s3)n2)CC1. As a reaction SMILES: [Br:1][c:2]1[cH:3][cH:4][cH:5][c:6]([NH:8][c:9]2[s:10][c:11]([CH2:14][NH:15][c:16]3[c:17]([F:29])[cH:18][c:19]([F:28])[c:20]([C:21](=[O:22])[NH:23][CH:24]4[CH2:25][CH2:26]4)[cH:27]3)[cH:12][n:13]2)[n:7]1.[CH2:37]([Cl:38])[Cl:39].[CH3:30][N:31]1[CH2:32][CH2:33][NH:34][CH2:35][CH2:36]1>>[c:2]1([N:34]2[CH2:33][CH2:32][N:31]([CH3:30])[CH2:36][CH2:35]2)[cH:3][cH:4][cH:5][c:6]([NH:8][c:9]2[s:10][c:11]([CH2:14][NH:15][c:16]3[c:17]([F:29])[cH:18][c:19]([F:28])[c:20]([C:21](=[O:22])[NH:23][CH:24]4[CH2:25][CH2:26]4)[cH:27]3)[cH:12][n:13]2)[n:7]1. The product is CCCc1c(COCCCCO)ccc(C(C)=O)c1O. Reaction SMILES: [C:9]([CH3:10])(=[O:11])[c:12]1[c:13]([OH:23])[c:14]([CH2:20][CH2:21][CH3:22])[c:15]([CH2:16][Cl:17])[cH:18][cH:19]1.[CH2:3]([CH2:4][CH2:5][CH2:6][OH:7])[OH:8].[H-:1].[Na+:2].[OH2:24]>>[CH2:3]([CH2:4][CH2:5][CH2:6][O:7][CH2:16][c:15]1[c:14]([CH2:20][CH2:21][CH3:22])[c:13]([OH:23])[c:12]([C:9]([CH3:10])=[O:11])[cH:19][cH:18]1)[OH:8]. Reactants: CCCc1c(CCl)ccc(C(C)=O)c1O, OCCCCO, [H-], [Na+], O. Reactants: ClCC1=CC(=NC=C1)C1=CC(=C(C(=C1)OC)OC)OC (4-chloromethyl-2-(3,4,5-trimethoxyphenyl)pyridine), COC(CNS(=O)(=O)C1=C(C=CC=C1)[N+](=O)[O-])=O (N-(2-Nitrobenzenesulfonyl)glycine methyl ester), C([O-])([O-])=O.[K+].[K+] (potassium carbonate), [I-].[K+] (potassium iodide), resultant mixture. Run in C(C)#N (acetonitrile). Yields the product COC(CN(CC1=CC(=NC=C1)C1=CC(=C(C(=C1)OC)OC)OC)S(=O)(=O)C1=C(C=CC=C1)[N+](=O)[O-])=O (N-(2-nitrobenzenesulfonyl)-N-[[2-(3,4,5-trimethoxyphenyl)pyridin-4-yl]methyl]glycine methyl ester). Reaction SMILES: [CH3:1][O:2][C:3](=[O:18])[CH2:4][NH:5][S:6]([C:9]1[CH:14]=[CH:13][CH:12]=[CH:11][C:10]=1[N+:15]([O-:17])=[O:16])(=[O:8])=[O:7].C(=O)([O-])[O-].[K+].[K+].[I-].[K+].Cl[CH2:28][C:29]1[CH:34]=[CH:33][N:32]=[C:31]([C:35]2[CH:40]=[C:39]([O:41][CH3:42])[C:38]([O:43][CH3:44])=[C:37]([O:45][CH3:46])[CH:36]=2)[CH:30]=1>C(#N)C>[CH3:1][O:2][C:3](=[O:18])[CH2:4][N:5]([S:6]([C:9]1[CH:14]=[CH:13][CH:12]=[CH:11][C:10]=1[N+:15]([O-:17])=[O:16])(=[O:7])=[O:8])[CH2:28][C:29]1[CH:34]=[CH:33][N:32]=[C:31]([C:35]2[CH:40]=[C:39]([O:41][CH3:42])[C:38]([O:43][CH3:44])=[C:37]([O:45][CH3:46])[CH:36]=2)[CH:30]=1 |f:1.2.3,4.5|. Procedure: N-(2-Nitrobenzenesulfonyl)glycine methyl ester (5.60 g) was dissolved in acetonitrile (100 mL), and to the solution potassium carbonate (3.10 g) and potassium iodide (2.29 g) were added. To the mixture, 4-chloromethyl-2-(3,4,5-trimethoxyphenyl)pyridine (6.00 g) was then added, and the resultant mixture was stirred at 80° C. for 1 hour. The reaction mixture was concentrated under reduced pressure, ethyl acetate was added to the residue, and the resultant mixture was washed with a saturated aqueou... Reactants: C12(C(=O)CC(CC1)C2(C)C)CS(=O)(=O)O (10-Camphorsulfonic acid), ClC1=NC=C(C(=N1)NC1=C(C(=O)NCC#C)C=CC=C1F)Cl (2-(2,5-Dichloro-pyrimidin-4-ylamino)-3-fluoro-N-prop-2-ynyl-benzamide), NC1=CC2=C(N(CC(CO2)(O)CO)CC)C=C1 (3-Amino-9-ethyl-7-hydroxymethyl-6,7,8,9-tetrahydro-5-oxa-9-aza-benzocyclohepten-7-ol). Run in C(C)(C)O (Isopropyl alcohol). Yields the product ClC=1C(=NC(=NC1)NC1=CC2=C(N(CC(CO2)(CO)O)CC)C=C1)NC1=C(C(=O)NCC#C)C=CC=C1F (2-[5-Chloro-2-(9-ethyl-7-hydroxy-7-hydroxymethyl-6,7,8,9-tetrahydro-5-oxa-9-aza-benzocyclohepten-3-ylamino)-pyrimidin-4-ylamino]-3-fluoro-N-prop-2-ynyl-benzamide). As a reaction SMILES: C12(CS(O)(=O)=O)C(C)(C)C(CC1)CC2=O.Cl[C:17]1[N:22]=[C:21]([NH:23][C:24]2[C:35]([F:36])=[CH:34][CH:33]=[CH:32][C:25]=2[C:26]([NH:28][CH2:29][C:30]#[CH:31])=[O:27])[C:20]([Cl:37])=[CH:19][N:18]=1.[NH2:38][C:39]1[CH:54]=[CH:53][C:42]2[N:43]([CH2:51][CH3:52])[CH2:44][C:45]([CH2:49][OH:50])([OH:48])[CH2:46][O:47][C:41]=2[CH:40]=1>C(O)(C)C>[Cl:37][C:20]1[C:21]([NH:23][C:24]2[C:35]([F:36])=[CH:34][CH:33]=[CH:32][C:25]=2[C:26]([NH:28][CH2:29][C:30]#[CH:31])=[O:27])=[N:22][C:17]([NH:38][C:39]2[CH:54]=[CH:53][C:42]3[N:43]([CH2:51][CH3:52])[CH2:44][C:45]([OH:48])([CH2:49][OH:50])[CH2:46][O:47][C:41]=3[CH:40]=2)=[N:18][CH:19]=1. Reported procedure: 10-Camphorsulfonic acid (107 mg, 0.462 mmol), 2-(2,5-Dichloro-pyrimidin-4-ylamino)-3-fluoro-N-prop-2-ynyl-benzamide (142 mg, 0.420 mmol), and 3-Amino-9-ethyl-7-hydroxymethyl-6,7,8,9-tetrahydro-5-oxa-9-aza-benzocyclohepten-7-ol (0.100 g, 0.420 mmol) in Isopropyl alcohol (3.0 mL) and the mixture was irradiated in a CEM microwave (120° C., 40 min). The reaction mixture was then purified by HPLC and lyophilized to afford 2-[5-Chloro-2-(9-ethyl-7-hydroxy-7-hydroxymethyl-6,7,8,9-tetrahydro-5-oxa-9-aza... Reaction SMILES: [Cl:1][C:2]1[C:11]2[CH2:10][CH2:9][CH:8]([N:12]([CH2:14][CH2:15][CH3:16])O)[CH2:7][C:6]=2[N:5]=[CH:4][CH:3]=1.Cl>[Cl-].[Cl-].[Cl-].[Ti+3].CO>[Cl:1][C:2]1[C:11]2[CH2:10][CH2:9][CH:8]([NH:12][CH2:14][CH2:15][CH3:16])[CH2:7][C:6]=2[N:5]=[CH:4][CH:3]=1 |f:2.3.4.5|. Reagents/catalysts: [Cl-].[Cl-].[Cl-].[Ti+3] (titanium trichloride). Run in CO (methanol). The product is ClC1=CC=NC=2CC(CCC12)NCCC (4-chloro-5,6,7,8-tetrahydro-7-(1-propylamino)quinoline). Starting materials: ClC1=CC=NC=2CC(CCC12)N(O)CCC (4-chloro-5,6,7,8-tetrahydro 7 (N-hydroxy-1-propylamino)quinoline), Cl (hydrochloric acid), product, amine. Procedure: This compound was prepared from the product of Step 5 (5.8 g, 24 mmol) titanium trichloride, 20 wt. % solution in 20 wt. % hydrochloric acid (28 ml, 36 mmol), and methanol (50 ml) using the procedure described in Example 11. The crude amine (5.4 g) was converted directly into the product of Step 7.